Task: describe an organic reaction: reactants, conditions, products, and yield. Dataset: the Open Reaction Database (ORD), a public repository of structured organic reaction records Reactants: C(C)(C)C=1C=CC(=C(C1)B(O)O)OC (5-isopropyl-2-methoxyphenylboronic acid), Tetrakis(triphenylphoshine)palladium(0), BrC1=CC=C(C=C1)/C(=C/CO)/C ((E)-3-(4-bromophenyl)-but-2-en-1-ol), C([O-])([O-])=O.[Na+].[Na+] (sodium carbonate). Run in COCCOC (DME), Cl (HCl). Run at time 10 minute. Yields the product C(C)(C)C=1C=CC(=C(C1)C1=CC=C(C=C1)C(=CCO)C)OC (3-(5′-isopropyl-2′-methoxy-biphenyl-4-yl)-but-2-en-1-ol). As a reaction SMILES: Br[C:2]1[CH:7]=[CH:6][C:5](/[C:8](/[CH3:12])=[CH:9]/[CH2:10][OH:11])=[CH:4][CH:3]=1.C(=O)([O-])[O-].[Na+].[Na+].[CH:19]([C:22]1[CH:23]=[CH:24][C:25]([O:31][CH3:32])=[C:26](B(O)O)[CH:27]=1)([CH3:21])[CH3:20]>COCCOC.Cl>[CH:19]([C:22]1[CH:23]=[CH:24][C:25]([O:31][CH3:32])=[C:26]([C:2]2[CH:7]=[CH:6][C:5]([C:8]([CH3:12])=[CH:9][CH2:10][OH:11])=[CH:4][CH:3]=2)[CH:27]=1)([CH3:21])[CH3:20] |f:1.2.3|. Reported procedure: Tetrakis(triphenylphoshine)palladium(0) (0.20 g, 0.18 mmol, 4 mol %) was added, under nitrogen, to a stirred solution of (E)-3-(4-bromophenyl)-but-2-en-1-ol (1.0 g, 4.40 mmol) {prepared as detailed in example 50 b} in DME (55 ml), and the resulting orange coloured solution stirred at room temperature for 10 min. Aqueous 2M sodium carbonate (13.2 ml, 26.4 mmol) was then added, the mixture stirred for 10 min, then 5-isopropyl-2-methoxyphenylboronic acid (1.28 g, 6.60 mmol) was added, and the react... Starting materials: OC1CCc2ccccc2C1, CS(=O)(=O)Cl, c1ccncc1. The product is CS(=O)(=O)OC1CCc2ccccc2C1. Reaction SMILES: [CH2:1]1[CH:2]([OH:11])[CH2:3][CH2:4][c:5]2[cH:6][cH:7][cH:8][cH:9][c:10]21.[CH3:12][S:13](=[O:14])(=[O:15])[Cl:16].[cH:17]1[cH:18][cH:19][n:20][cH:21][cH:22]1>>[CH2:1]1[CH:2]([O:11][S:13]([CH3:12])(=[O:14])=[O:15])[CH2:3][CH2:4][c:5]2[cH:6][cH:7][cH:8][cH:9][c:10]21. The reactants are Cc1ccc(S(=O)(=O)OCC2Cc3cc(Cl)cc(-c4ccc(F)c(F)c4)c3O2)cc1, CN, Cl. Yields the product CNCC1Cc2cc(Cl)cc(-c3ccc(F)c(F)c3)c2O1. RXN SMILES: [CH3:2][c:3]1[cH:4][cH:5][c:6]([S:7]([O:8][CH2:13][CH:14]2[O:15][c:16]3[c:17]([cH:19][c:20]([Cl:31])[cH:21][c:22]3-[c:23]3[cH:24][c:25]([F:30])[c:26]([F:29])[cH:27][cH:28]3)[CH2:18]2)(=[O:9])=[O:10])[cH:11][cH:12]1.[CH3:32][NH2:33].[ClH:1]>>[CH2:13]([CH:14]1[O:15][c:16]2[c:17]([cH:19][c:20]([Cl:31])[cH:21][c:22]2-[c:23]2[cH:24][c:25]([F:30])[c:26]([F:29])[cH:27][cH:28]2)[CH2:18]1)[NH:33][CH3:32]. Reaction SMILES: [CH2:1]([O:3][C:4]([N:6]1[CH2:13][CH:12]2[CH:8]([CH:9]([CH3:18])[C:10]3[CH:16]=[C:15]([CH3:17])[S:14][C:11]=32)[CH2:7]1)=[O:5])[CH3:2].C(Cl)(Cl)Cl.C1(C=CC(O)=CC=1)O.C1C(=O)N([Br:38])C(=O)C1>CC(O)=O>[CH2:1]([O:3][C:4]([N:6]1[CH2:13][CH:12]2[CH:8]([CH:9]([CH3:18])[C:10]3[C:16]([Br:38])=[C:15]([CH3:17])[S:14][C:11]=32)[CH2:7]1)=[O:5])[CH3:2]. The yield is 17.0%. Reported procedure: A solution of the product from step k) (110 mg, 0.42 mmol) in AcOH (1 ml) and CHCl3 (1 ml) was treated with hydroquinone (5 mg) and NBS (77.8 mg, 0.437 mmol) at 40° C. for 3 hours in the dark. Next, the reaction mixture was carefully quenched with sat. NaHCO3 (5 ml) and extracted with EtOAc (3×20 ml). The combined organic extracts were dried (MgSO4) and purified by preparative TLC hexanes:EtOAc (1:1) to give the subtitle compound (24.2 mg, 17%). MS calculated for C14H18BrNO2S+H 344, observed 344... The product is C(C)OC(=O)N1CC2C(C3=C(C2C1)SC(=C3Br)C)C (6-Bromo-5,7-dimethyl-3,3a,7,7a-tetrahydro-1H-4-thia-2-aza-cyclopenta[α]pentalene-2-carboxylic acid ethyl ester). Starting materials: C(C)OC(=O)N1CC2C(C3=C(C2C1)SC(=C3)C)C (5,7-Dimethyl-3,3a,7,7a-tetrahydro-1H-4-thia-2-aza-cyclopenta[α]pentalene-2-carboxylic acid ethyl ester), C(Cl)(Cl)Cl (CHCl3), C1(O)=CC=C(O)C=C1 (hydroquinone), C1CC(=O)N(C1=O)Br (NBS). Solvent: CC(=O)O (AcOH). Reactants: C[O-].[Na+] (sodium methanolate), compound ( 22 ), C(#N)C(=CC=1C=NC=CC1)C1=CN(C2=CC=C(C=C12)O)C(=O)OC(C)(C)C (tert-butyl 3-(1-cyano-2-(pyridin-3-yl)vinyl)-5-hydroxy-1H-indole-1-carboxylate), C(C)I (ethyl iodide), C([O-])([O-])=O.[K+].[K+] (potassium carbonate). Run in C(C)OCC (diethyl ether), CS(=O)C (DMSO). Reaction conditions: time 1 hour. The product is C(C)OC=1C=C2C(=CNC2=CC1)/C(/C#N)=C/C=1C=NC=CC1 ((Z)-2-(5-ethoxy-1H-indol-3-yl)-3-pyridin-3-yl acrylonitrile). As a reaction SMILES: [C:1]([C:3]([C:11]1[C:19]2[C:14](=[CH:15][CH:16]=[C:17]([OH:20])[CH:18]=2)[N:13](C(OC(C)(C)C)=O)[CH:12]=1)=[CH:4][C:5]1[CH:6]=[N:7][CH:8]=[CH:9][CH:10]=1)#[N:2].[CH2:28](I)[CH3:29].C(=O)([O-])[O-].[K+].[K+].C[O-].[Na+]>CS(C)=O.C(OCC)C>[CH2:28]([O:20][C:17]1[CH:18]=[C:19]2[C:14](=[CH:15][CH:16]=1)[NH:13][CH:12]=[C:11]2/[C:3](=[CH:4]/[C:5]1[CH:6]=[N:7][CH:8]=[CH:9][CH:10]=1)/[C:1]#[N:2])[CH3:29] |f:2.3.4,5.6|. Reported procedure: To a solution of tert-butyl 3-(1-cyano-2-(pyridin-3-yl)vinyl)-5-hydroxy-1H-indole-1-carboxylate (110 mg, 0.30 mmol, 1.0 eq.) and ethyl iodide (32 μL, 0.40 mmol, 1.3 eq.) in DMSO (8 mL) was added potassium carbonate (100 mg, 0.73 mmol, 2.4 eq.). The reaction apparatus was protected from light and the mixture was stirred at room temperature for 24 hours before sodium methanolate (41 mg, 0.75 mmol, 2.5 eq.) was added. The reaction was pursued at room temperature for 1 hour, and then quenched with a... The reactants are C(=O)(OCC)CN1CC(CCC1)C(=O)OCC (1-carboethoxymethyl-3-carboethoxy piperidine), CCCCCC(CC)=O (octan-6-one), [K] (potassium), Cl (hydrochloric acid). Solvent: C1(=CC=CC=C1)C (toluene), CCCCCC (hexane), C(C)O (ethanol), C1(=CC=CC=C1)C (toluene), C1(=CC=CC=C1)C (toluene), C(C)O (ethanol). Reaction conditions: temperature 120 celsius, time 1 hour. The product is N12CCCC(C(C1)=O)C2 (1-Azabicyclo[3.2.1]octan-6-one). Reaction SMILES: [K].C([CH2:7][N:8]1[CH2:13][CH2:12][CH2:11][CH:10]([C:14]([O:16]CC)=O)[CH2:9]1)(OCC)=O.Cl.CCCCCC(=O)CC>C1(C)C=CC=CC=1.CCCCCC.C(O)C>[N:8]12[CH2:9][CH:10]([C:14](=[O:16])[CH2:7]1)[CH2:11][CH2:12][CH2:13]2 |^1:0|. Procedure: A mixture of ethanol (9 ml) and toluene (10 ml) was added dropwise to a rapidly stirred suspension of potassium (6 g) in toluene (30 ml). at 120° C. After all the ethanol had been added the reaction mixture was stirred at 120° C. for 1 hr before adding a solution of 1-carboethoxymethyl-3-carboethoxy piperidine (15 g, 61.7 mmol) in toluene (40 ml) dropwise at 140° C. The reaction mixture was heated for 3 hr at 140° C. before adding concentrated hydrochloric acid (3×50 ml), and refluxing the aqueo... The reactants are COC1=CC=C(C=C1)C=CC(C=CC1=CC=C(C=C1)OC)=O (1,5-Bis(4-methoxyphenyl)penta-1,4-diene-3-one). The reagents and catalysts are [Pd] (palladium/carbon). The solvent is C(C)(=O)O (acetic acid). Conditions: time 4 hour. The product is COC1=CC=C(C=C1)CCC(CCC1=CC=C(C=C1)OC)=O (1,5-Bis(4-methoxyphenyl)pentan-3-one). Yield: 91.2%. As a reaction SMILES: [CH3:1][O:2][C:3]1[CH:8]=[CH:7][C:6]([CH:9]=[CH:10][C:11](=[O:22])[CH:12]=[CH:13][C:14]2[CH:19]=[CH:18][C:17]([O:20][CH3:21])=[CH:16][CH:15]=2)=[CH:5][CH:4]=1>[Pd].C(O)(=O)C>[CH3:21][O:20][C:17]1[CH:16]=[CH:15][C:14]([CH2:13][CH2:12][C:11](=[O:22])[CH2:10][CH2:9][C:6]2[CH:7]=[CH:8][C:3]([O:2][CH3:1])=[CH:4][CH:5]=2)=[CH:19][CH:18]=1. Procedure: A mixture of 1,5-bis(4-methoxyphenyl)penta-1,4-diene-3-one of Example 6 (20 g, 0.068 mole), glacial acetic acid (200 ml) and 3.0 g of palladium/carbon (5%) was hydrogenated on a Parr hydrogenator for 4 hours. The solution was filtered and concentrated to give 18.5 g of colorless liquid.